Dataset: the Open Reaction Database (ORD), a public repository of structured organic reaction records. Task: describe an organic reaction: reactants, conditions, products, and yield Starting materials: S1C(=CC=C1)C=1SC(=CN1)C(=O)OCC (ethyl 2-(2-thienyl)-5-thiazolecarboxylate), [BH4-].[Na+] (sodium borohydride). Product: S1C(=CC=C1)C=1SC(=CN1)CO (2-(2-thienyl)-5-thiazolylmethanol). Yield: 94.0%. As a reaction SMILES: [S:1]1[CH:5]=[CH:4][CH:3]=[C:2]1[C:6]1[S:7][C:8]([C:11](OCC)=[O:12])=[CH:9][N:10]=1.[BH4-].[Na+]>>[S:1]1[CH:5]=[CH:4][CH:3]=[C:2]1[C:6]1[S:7][C:8]([CH2:11][OH:12])=[CH:9][N:10]=1 |f:1.2|. Reported procedure: In substantially the same manner as in Reference Example 111, ethyl 2-(2-thienyl)-5-thiazolecarboxylate was subjected to reduction with sodium borohydride to obtain 2-(2-thienyl)-5-thiazolylmethanol. The yield was 94%. Recrystallization from ethyl acetate-hexane gave colorless prisms, mp 89-90° C. Starting materials: CCOC(OCC)C(C)N(Cc1cccc2cnccc12)C(=O)C(Cc1ccc(OC(C)(C)C)cc1)NC(=O)OCC1c2ccccc2-c2ccccc21, C1CCNCC1. Yields the product CCOC(OCC)C(C)N(Cc1cccc2cnccc12)C(=O)C(N)Cc1ccc(OC(C)(C)C)cc1. Reaction SMILES: [C:1]([CH3:2])([CH3:3])([CH3:4])[O:5][c:6]1[cH:7][cH:8][c:9]([CH2:12][CH:13]([C:14](=[O:15])[N:16]([CH2:17][c:18]2[c:19]3[cH:20][cH:21][n:22][cH:23][c:24]3[cH:25][cH:26][cH:27]2)[CH:28]([CH:29]([O:30][CH2:31][CH3:32])[O:33][CH2:34][CH3:35])[CH3:36])[NH:37][C:38](=[O:39])[O:40][CH2:41][CH:42]2[c:43]3[cH:44][cH:45][cH:46][cH:47][c:48]3-[c:49]3[c:50]2[cH:51][cH:52][cH:53][cH:54]3)[cH:10][cH:11]1.[CH2:55]1[CH2:56][CH2:57][NH:58][CH2:59][CH2:60]1>>[C:1]([CH3:2])([CH3:3])([CH3:4])[O:5][c:6]1[cH:7][cH:8][c:9]([CH2:12][CH:13]([C:14](=[O:15])[N:16]([CH2:17][c:18]2[c:19]3[cH:20][cH:21][n:22][cH:23][c:24]3[cH:25][cH:26][cH:27]2)[CH:28]([CH:29]([O:30][CH2:31][CH3:32])[O:33][CH2:34][CH3:35])[CH3:36])[NH2:37])[cH:10][cH:11]1. Starting materials: [H][H], Nc1ccc(C(=O)c2ccncc2)cc1[N+](=O)[O-], C1CCOC1. Yields the product Nc1ccc(C(=O)c2ccncc2)cc1N. Reaction SMILES: [H:19][H:20].[N+:1]([O-:2])(=[O:3])[c:4]1[cH:5][c:6]([C:7](=[O:8])[c:9]2[cH:10][cH:11][n:12][cH:13][cH:14]2)[cH:15][cH:16][c:17]1[NH2:18].[O:21]1[CH2:22][CH2:23][CH2:24][CH2:25]1>>[NH2:1][c:4]1[cH:5][c:6]([C:7](=[O:8])[c:9]2[cH:10][cH:11][n:12][cH:13][cH:14]2)[cH:15][cH:16][c:17]1[NH2:18]. The reactants are CNC1=NC(=CC=C1N)C(F)(F)F (N2-methyl-6-trifluoromethylpyridin-2,3-diamine), C(C)SC1=C(C(=O)O)C=CC=C1 (2-ethylsulfanylbenzoic acid), CCN=C=NCCCN(C)C (WSC), N1=CC=CC=C1 (pyridine). The solvent is O (water). The product is C(C)SC1=C(C=CC=C1)C1=NC=2C(=NC(=CC2)C(F)(F)F)N1C (2-(2-ethylsulfanylphenyl)-3-methyl-5-trifluoromethyl-3H-imidazo[4,5-b]pyridine). Isolated yield 57.8%. Reaction SMILES: [CH3:1][NH:2][C:3]1[C:8]([NH2:9])=[CH:7][CH:6]=[C:5]([C:10]([F:13])([F:12])[F:11])[N:4]=1.[CH2:14]([S:16][C:17]1[CH:25]=[CH:24][CH:23]=[CH:22][C:18]=1[C:19](O)=O)[CH3:15].CCN=C=NCCCN(C)C.N1C=CC=CC=1>O>[CH2:14]([S:16][C:17]1[CH:25]=[CH:24][CH:23]=[CH:22][C:18]=1[C:19]1[N:2]([CH3:1])[C:3]2=[N:4][C:5]([C:10]([F:11])([F:12])[F:13])=[CH:6][CH:7]=[C:8]2[N:9]=1)[CH3:15]. Procedure: A mixture of N2-methyl-6-trifluoromethylpyridin-2,3-diamine (0.96 g), 2-ethylsulfanylbenzoic acid (1.01 g), WSC (1.06 g), and pyridine (5 ml) was stirred under reflux for hours. Into the reaction mixture cooled to room temperature, water was poured, and extracted with ethyl acetate. The organic layer was dried over sodium sulfate, and concentrated under reduced pressure. To the resulting residue, a mixture of tripotassium phosphate (2.65 g) and 1-propanol (10 ml) was added, and stirred under ref... Reactants: BrC1=CC=C(C=C1)N1OC(=CN1)C1=CC=CC=C1 (2-(4-Bromophenyl)-5-phenyl-oxadiazole), C1(=CC=CC=C1)C (toluene), C1(=CC=CC=C1)C (toluene), nBu3Sn(CHCH2). Reagents/catalysts: C=1C=CC(=CC1)[P](C=2C=CC=CC2)(C=3C=CC=CC3)[Pd]([P](C=4C=CC=CC4)(C=5C=CC=CC5)C=6C=CC=CC6)([P](C=7C=CC=CC7)(C=8C=CC=CC8)C=9C=CC=CC9)[P](C=1C=CC=CC1)(C=1C=CC=CC1)C=1C=CC=CC1 (Pd(PPh3)4). Product: C(=C)C1=CC=C(C=C1)N1OC(=CN1)C1=CC=CC=C1 (2-(4-vinylphenyl)-5-phenyloxadiazole). As a reaction SMILES: Br[C:2]1[CH:7]=[CH:6][C:5]([N:8]2[NH:12][CH:11]=[C:10]([C:13]3[CH:18]=[CH:17][CH:16]=[CH:15][CH:14]=3)[O:9]2)=[CH:4][CH:3]=1.[C:19]1(C)C=CC=C[CH:20]=1>C1C=CC([P]([Pd]([P](C2C=CC=CC=2)(C2C=CC=CC=2)C2C=CC=CC=2)([P](C2C=CC=CC=2)(C2C=CC=CC=2)C2C=CC=CC=2)[P](C2C=CC=CC=2)(C2C=CC=CC=2)C2C=CC=CC=2)(C2C=CC=CC=2)C2C=CC=CC=2)=CC=1>[CH:19]([C:2]1[CH:7]=[CH:6][C:5]([N:8]2[NH:12][CH:11]=[C:10]([C:13]3[CH:18]=[CH:17][CH:16]=[CH:15][CH:14]=3)[O:9]2)=[CH:4][CH:3]=1)=[CH2:20] |^1:29,31,50,69|. Procedure details: 2-(4-Bromophenyl)-5-phenyl-oxadiazole (2.0 g, 6.64 mmol) was dissolved in degassed toluene (30 ml). Pd(PPh3)4 (0.15 g, 0.133 mmol) and nBu3Sn(CHCH2)(2.11 g, 6.64 mmol) were added under dry nitrogen. The solution was refluxed for 4 hours, cooled, and evaporated to give a yellow solid. This solid was dissolved in toluene (20 ml), silica added (20 g) and the solvent removed in vacuo. This solid was placed on top of a short column of silica and flushed with hexane to remove nBu3SnBr, and the column ...